describe an organic reaction: reactants, conditions, products, and yield From a dataset of the Open Reaction Database (ORD), a public repository of structured organic reaction records. Starting materials: C(CCCCCCCCCCCCCCC)OC(C=C)COC(C1=CC=CC=C1)(C1=CC=CC=C1)C1=CC=CC=C1 (3-Hexadecyloxy-3-(triphenylmethoxymethyl)-1-propene), O1CCCC1 (tetrahydrofuran), O1CCCC1 (tetrahydrofuran), OO (H2O2), O (Water), [OH-].[Na+] (NaOH). Solvent: O1CCOCC1 (dioxane). Run at time 2.5 hour. Product: C(CCCCCCCCCCCCCCC)OCC(CO)COC(C1=CC=CC=C1)(C1=CC=CC=C1)C1=CC=CC=C1 (3-Hexadecyloxy-2-triphenylmethoxymethylpropan-1-ol). Yield: 66.0%. Reaction SMILES: C(OC([CH2:21][O:22][C:23]([C:36]1[CH:41]=[CH:40][CH:39]=[CH:38][CH:37]=1)([C:30]1[CH:35]=[CH:34][CH:33]=[CH:32][CH:31]=1)[C:24]1[CH:29]=[CH:28][CH:27]=[CH:26][CH:25]=1)C=C)CCCCCCCCCCCCCCC.[OH2:42].[OH-].[Na+].OO.[O:47]1[CH2:51][CH2:50][CH2:49][CH2:48]1>O1CCOCC1>[CH2:51]([O:47][CH2:37][CH:36]([CH2:21][O:22][C:23]([C:24]1[CH:25]=[CH:26][CH:27]=[CH:28][CH:29]=1)([C:30]1[CH:35]=[CH:34][CH:33]=[CH:32][CH:31]=1)[C:36]1[CH:41]=[CH:40][CH:39]=[CH:38][CH:37]=1)[CH2:41][OH:42])[CH2:50][CH2:49][CH2:48][CH2:35][CH2:34][CH2:33][CH2:32][CH2:31][CH2:30][CH2:23][CH2:24][CH2:25][CH2:26][CH2:27][CH3:28] |f:2.3|. Reported procedure: A solution of compound 2 (5.00 g, 9.01 mmol) in 10 ml dry dioxane and BH3 -tetrahydrofuran (10 ml, 10.0 mmol) in tetrahydrofuran was stirred at room temperature for 2 hours. Water (10 ml) was added dropwise, followed by 2.5 N NaOH (20 ml) and 30% H2O2 (7.5 ml). The mixture was stirred at 50° for 2.5 hours, then was cooled and partitioned between CH2Cl2 and water. The aqueous layer was washed 3 times with CH2Cl2 and the combined extracts were dried over Na2SO4 and concentrated. Chromatography on ... Reactants: CO (methanol), [OH-].[Na+] (sodium hydroxide), ClC=1C=C(CN2C(=CC3=C(C=CC=C23)OCCCO)C(=O)OC)C=CC1Cl (Methyl N-(3,4-Dichlorobenzyl)-4-(3-hydroxypropyloxy)indole-2-carboxylate). The solvent is C1CCOC1 (THF). Conditions: time 16 hour. The product is ClC=1C=C(CN2C(=CC3=C(C=CC=C23)OCCCO)C(=O)O)C=CC1Cl (N-(3,4-Dichlorobenzyl)-4-(3-hydroxypropoxy)indole-2-carboxylic Acid). Reaction SMILES: [Cl:1][C:2]1[CH:3]=[C:4]([CH:24]=[CH:25][C:26]=1[Cl:27])[CH2:5][N:6]1[C:14]2[C:9](=[C:10]([O:15][CH2:16][CH2:17][CH2:18][OH:19])[CH:11]=[CH:12][CH:13]=2)[CH:8]=[C:7]1[C:20]([O:22]C)=[O:21].CO.[OH-].[Na+]>C1COCC1>[Cl:1][C:2]1[CH:3]=[C:4]([CH:24]=[CH:25][C:26]=1[Cl:27])[CH2:5][N:6]1[C:14]2[C:9](=[C:10]([O:15][CH2:16][CH2:17][CH2:18][OH:19])[CH:11]=[CH:12][CH:13]=2)[CH:8]=[C:7]1[C:20]([OH:22])=[O:21] |f:2.3|. Procedure: Methyl N-(3,4-Dichlorobenzyl)-4-(3-hydroxypropyloxy)indole-2-carboxylate (6.9 g) was dissolved in THF (140 ml) and methanol (140 ml) and sodium hydroxide (3M, 110 ml) was added and the reaction stirred for 16 hours. The reaction was then concentrated in vacuo and the residue dissolved in water. The solution was acidified by dropwise addition of acetic acid, resulting in the precipitation of a white solid which was filtered, washed with water and dried in vacuo to give the desired end product (5.... Starting materials: NC1=C(C=NN1CCO)C#N (5-amino-1-(2-hydroxyethyl)-1H-pyrazole-4-carbonitrile), Cl (hydrochloric acid), CO (methanol). The reagents and catalysts are [C].[Pd] (palladium carbon). Conditions: time 15 minute. The product is NC1=C(C=NN1CCO)C=O (5-amino-1-(2-hydroxyethyl)-1H-pyrazole-4-carbaldehyde). RXN SMILES: [NH2:1][C:2]1[N:6]([CH2:7][CH2:8][OH:9])[N:5]=[CH:4][C:3]=1[C:10]#N.Cl.C[OH:14]>[C].[Pd]>[NH2:1][C:2]1[N:6]([CH2:7][CH2:8][OH:9])[N:5]=[CH:4][C:3]=1[CH:10]=[O:14] |f:3.4|. Reported procedure: To a solution of 5-amino-1-(2-hydroxyethyl)-1H-pyrazole-4-carbonitrile (15 g) in methanol (300 ml) was added hydrochloric acid (1.8 ml) under ice-cooling. The resulting solution was stirred for 15 minutes. The mixture was treated with 10% palladium carbon (7.5 g) under a hydrogen atmosphere at room temperature for 3 hours. After the catalyst was filtered off, the filtrate was concentrated in vacuo to give 5-amino-1-(2-hydroxyethyl)-1H-pyrazole-4-carbaldehyde (13.3 g). Reactants: C(C)(C)N(C(C)C)CC1=CC=C(C(=O)N2CCN(CC2)S(=O)(=O)C2=CC=CC3=CC=CC=C23)C=C1 (1-(4-diisopropylaminomethylbenzoyl)-4-(1-naphthalenesulfonyl)piperazine), Cl (hydrochloric acid). Solvent: C(C)(=O)OCC (ethyl acetate). The product is Cl.C(C)(C)N(C(C)C)CC1=CC=C(C(=O)N2CCN(CC2)S(=O)(=O)C2=CC=CC3=CC=CC=C23)C=C1 (1-(4-Diisopropylaminomethylbenzoyl)-4-(1-naphthalenesulfonyl)piperazine hydrochloride). Reaction SMILES: [CH:1]([N:4]([CH2:8][C:9]1[CH:35]=[CH:34][C:12]([C:13]([N:15]2[CH2:20][CH2:19][N:18]([S:21]([C:24]3[C:33]4[C:28](=[CH:29][CH:30]=[CH:31][CH:32]=4)[CH:27]=[CH:26][CH:25]=3)(=[O:23])=[O:22])[CH2:17][CH2:16]2)=[O:14])=[CH:11][CH:10]=1)[CH:5]([CH3:7])[CH3:6])([CH3:3])[CH3:2].[ClH:36]>C(OCC)(=O)C>[ClH:36].[CH:1]([N:4]([CH2:8][C:9]1[CH:35]=[CH:34][C:12]([C:13]([N:15]2[CH2:16][CH2:17][N:18]([S:21]([C:24]3[C:33]4[C:28](=[CH:29][CH:30]=[CH:31][CH:32]=4)[CH:27]=[CH:26][CH:25]=3)(=[O:22])=[O:23])[CH2:19][CH2:20]2)=[O:14])=[CH:11][CH:10]=1)[CH:5]([CH3:7])[CH3:6])([CH3:2])[CH3:3] |f:3.4|. Procedure: To 1-(4-diisopropylaminomethylbenzoyl)-4-(1-naphthalenesulfonyl)piperazine (181 mg) was added 4 N hydrochloric acid in ethyl acetate solution (5 ml), and the precipitated hydrochlorides were filtered to give the title compound (180 mg). The reactants are CC(C)=O, COC=Nc1c(S(=O)C(F)(F)F)c(-c2ncon2)nn1-c1c(Cl)cc(C(F)(F)F)cc1Cl, Cl, [Na+], O, O=C([O-])O. Yields the product Nc1c(S(=O)C(F)(F)F)c(-c2ncon2)nn1-c1c(Cl)cc(C(F)(F)F)cc1Cl. Reaction SMILES: [CH3:40][C:41](=[O:42])[CH3:43].[Cl:1][c:2]1[c:3](-[n:13]2[n:14][c:15](-[c:28]3[n:29][o:30][cH:31][n:32]3)[c:16]([S:22](=[O:23])[C:24]([F:25])([F:26])[F:27])[c:17]2[N:18]=[CH:19][O:20][CH3:21])[c:4]([Cl:12])[cH:5][c:6]([C:8]([F:9])([F:10])[F:11])[cH:7]1.[ClH:33].[Na+:35].[OH2:34].[OH:36][C:37](=[O:38])[O-:39]>>[Cl:1][c:2]1[c:3](-[n:13]2[n:14][c:15](-[c:28]3[n:29][o:30][cH:31][n:32]3)[c:16]([S:22](=[O:23])[C:24]([F:25])([F:26])[F:27])[c:17]2[NH2:18])[c:4]([Cl:12])[cH:5][c:6]([C:8]([F:9])([F:10])[F:11])[cH:7]1.